From a dataset of the Open Reaction Database (ORD), a public repository of structured organic reaction records. describe an organic reaction: reactants, conditions, products, and yield Reactants: COC(=O)C(=O)c1ccc(N(C=O)CCOc2ccc3ccccc3c2)cc1, ClCCl, Cl, C1CCOC1. The product is COC(=O)C(=O)c1ccc(NCCOc2ccc3ccccc3c2)cc1. As a reaction SMILES: [CH3:1][O:2][C:3]([C:4]([c:5]1[cH:6][cH:7][c:8]([N:11]([CH:12]=[O:13])[CH2:14][CH2:15][O:16][c:17]2[cH:18][c:19]3[cH:20][cH:21][cH:22][cH:23][c:24]3[cH:25][cH:26]2)[cH:9][cH:10]1)=[O:27])=[O:28].[Cl:35][CH2:36][Cl:37].[ClH:34].[O:29]1[CH2:30][CH2:31][CH2:32][CH2:33]1>>[CH3:1][O:2][C:3]([C:4]([c:5]1[cH:6][cH:7][c:8]([NH:11][CH2:14][CH2:15][O:16][c:17]2[cH:18][c:19]3[cH:20][cH:21][cH:22][cH:23][c:24]3[cH:25][cH:26]2)[cH:9][cH:10]1)=[O:27])=[O:28]. Reactants: C(C)OCCOC1=CC(=C(C(=C1)C)C1=CC(=CC=C1)CNC1=CC(=C(C=C1)CCC(=O)O)F)C (3-[4-({[4′-(2-ethoxyethoxy)-2′,6′-dimethylbiphenyl-3-yl]methyl}amino)-2-fluorophenyl]propanoic acid), Cl.C(C)(=O)OCC (hydrogen chloride ethyl acetate). The solvent is C(C)(=O)OCC (ethyl acetate). Yields the product Cl.C(C)OCCOC1=CC(=C(C(=C1)C)C1=CC(=CC=C1)CNC1=CC(=C(C=C1)CCC(=O)O)F)C (3-[4-({[4′-(2-ethoxyethoxy)-2′,6′-dimethylbiphenyl-3-yl]methyl}amino)-2-fluorophenyl]propanoic acid hydrochloride). Isolated yield 97.0%. Reaction SMILES: [CH2:1]([O:3][CH2:4][CH2:5][O:6][C:7]1[CH:12]=[C:11]([CH3:13])[C:10]([C:14]2[CH:19]=[CH:18][CH:17]=[C:16]([CH2:20][NH:21][C:22]3[CH:27]=[CH:26][C:25]([CH2:28][CH2:29][C:30]([OH:32])=[O:31])=[C:24]([F:33])[CH:23]=3)[CH:15]=2)=[C:9]([CH3:34])[CH:8]=1)[CH3:2].[ClH:35].C(OCC)(=O)C>C(OCC)(=O)C>[ClH:35].[CH2:1]([O:3][CH2:4][CH2:5][O:6][C:7]1[CH:12]=[C:11]([CH3:13])[C:10]([C:14]2[CH:19]=[CH:18][CH:17]=[C:16]([CH2:20][NH:21][C:22]3[CH:27]=[CH:26][C:25]([CH2:28][CH2:29][C:30]([OH:32])=[O:31])=[C:24]([F:33])[CH:23]=3)[CH:15]=2)=[C:9]([CH3:34])[CH:8]=1)[CH3:2] |f:1.2,4.5|. Procedure details: To a solution of 3-[4-({[4′-(2-ethoxyethoxy)-2′,6′-dimethylbiphenyl-3-yl]methyl}amino)-2-fluorophenyl]propanoic acid (2.66 g, 5.72 mmol) in ethyl acetate (15 mL) was added 4 N hydrogen chloride/ethyl acetate solution (5 mL), and the resulting solid was pulverized and washed with ethyl acetate-diethyl ether to give the title compound as colorless crystals (2.78 g, yield 97%). Starting materials: FC1=C(C(=C(C(=C1F)F)F)C(=O)O)C(=O)O (3,4,5,6-tetrafluoro-1,2-benzenedicarboxylic acid), B (borane). Solvent: O1CCCC1 (tetrahydrofuran), O1CCCC1 (THF). Reaction conditions: time 18 hour. Yields the product FC=1C(=C(C(=C(C1F)F)F)CO)CO (3,4,5,6-tetrafluoro-1,2-bis(hydroxymethyl)benzene). Reaction SMILES: [F:1][C:2]1[C:7]([F:8])=[C:6]([F:9])[C:5]([F:10])=[C:4]([C:11](O)=[O:12])[C:3]=1[C:14](O)=[O:15].B>O1CCCC1>[F:1][C:2]1[C:3]([CH2:14][OH:15])=[C:4]([CH2:11][OH:12])[C:5]([F:10])=[C:6]([F:9])[C:7]=1[F:8]. Procedure: To 10 tetrahydrofuran (THF) is added 3,4,5,6-tetrafluoro-1,2-benzenedicarboxylic acid (2 g, 8.4 mmol). After cooling at 0°, 21.0 ml (20.9 mmol) of 1 M borane in THF is slowly added. The reaction mixture is allowed to rise to RT and stirred at RT for 18 hours and then is cooled and quenched with 10% HCl. The reaction mixture is added to ether, and the organic phase is washed with water, sat. sodium bicarbonate and brine, dried over sodium sulfate and evaporated under vacuum to yield 3,4,5,6-tetra... Reactants: ClC1=NC2=CC(=CC(=C2C(=C1C)Cl)F)F (2,4-dichloro-5,7-difluoro-3-methylquinoline), CC=1C=CC(=NC1)[Sn](CCCC)(CCCC)CCCC (5-methyl-2-(tributylstannyl)pyridine), palladium tetrakistriphenylphosphine. The solvent is C1(=CC=CC=C1)C (toluene). Conditions: temperature 100 celsius, time 42 hour. Yields the product ClC1=C(C(=NC2=CC(=CC(=C12)F)F)C1=NC=C(C=C1)C)C (4-chloro-5,7-difluoro-3-methyl-2-(5-methyl-2-pyridinyl)-quinoline). As a reaction SMILES: Cl[C:2]1[C:11]([CH3:12])=[C:10]([Cl:13])[C:9]2[C:4](=[CH:5][C:6]([F:15])=[CH:7][C:8]=2[F:14])[N:3]=1.[CH3:16][C:17]1[CH:18]=[CH:19][C:20]([Sn](CCCC)(CCCC)CCCC)=[N:21][CH:22]=1>C1(C)C=CC=CC=1>[Cl:13][C:10]1[C:9]2[C:4](=[CH:5][C:6]([F:15])=[CH:7][C:8]=2[F:14])[N:3]=[C:2]([C:20]2[CH:19]=[CH:18][C:17]([CH3:16])=[CH:22][N:21]=2)[C:11]=1[CH3:12]. Procedure details: To a stirred solution of 2,4-dichloro-5,7-difluoro-3-methylquinoline (0.6 g, 2.419 mmol) in toluene (4.84 mL) was added 5-methyl-2-(tributylstannyl)pyridine (1.02 g, 2.66 mmol), and palladium tetrakistriphenylphosphine (0.280 g, 0.24 mmol). The reaction was stirred at 100° C. and stirring continued for 42 h. The reaction mixture was cooled to rt and concentrated in vacuo. The crude material was purified by column chromatography on silica gel, eluting with 0-50% EtOAc in hexanes to provide 4-chlo... The reactants are C=1C=CC(=CC1)C2=CC(=O)C=3C(=CC(=CC3O2)O)O (chrysin), S(=O)(=O)(OC)OC (dimethyl sulphate), C(=O)([O-])[O-].[K+].[K+] (K2CO3). Solvent: CN(C)C=O (DMF). Yields the product COC1=CC(=C2C(=C1)OC(=CC2=O)C3=CC=CC=C3)O (Tectochrysin). RXN SMILES: [CH:1]1[CH:2]=[CH:3][C:4]([C:7]2[O:17][C:16]3[CH:15]=[C:14]([OH:18])[CH:13]=[C:12]([OH:19])[C:11]=3[C:9](=[O:10])[CH:8]=2)=[CH:5][CH:6]=1.S(OC)(O[CH3:24])(=O)=O.C([O-])([O-])=O.[K+].[K+]>CN(C=O)C>[CH3:24][O:18][C:14]1[CH:15]=[C:16]2[O:17][C:7]([C:4]3[CH:3]=[CH:2][CH:1]=[CH:6][CH:5]=3)=[CH:8][C:9](=[O:10])[C:11]2=[C:12]([OH:19])[CH:13]=1 |f:2.3.4|. Procedure: Prepared from chrysin by warming with one equivalent of dimethyl sulphate in DMF with fine ground K2CO3. Fine, light yellow needles, mp 175-180 ° C. (lit. 163° C.). 1H NMR δ (DMSO-d6) 3.87 (s,OCH3), 6.39 (d. J=1.7 Hz, H-6), 6.80 (d, J=1.7 Hz, H-8), 7.02 (s,H-3), 7.58 (dd, J=J'=7.8 Hz. H-3'/5'), 7.60 (tt, J≈7.8 Hz, H-4'), 8.09 (d,J=7.8 Hz, H-2'/6') 12.80 (s, C-5-OH).